This data is from the Open Reaction Database (ORD), a public repository of structured organic reaction records. The task is: describe an organic reaction: reactants, conditions, products, and yield Reactants: COC(=O)c1c(Br)sc(Br)c1NC(=O)OCc1ccccc1, CCO, OB(O)c1ccc(Cl)cc1, [Na+], [Na+], O=C([O-])[O-], O, Cc1ccccc1. The product is COC(=O)c1c(-c2ccc(Cl)cc2)sc(Br)c1NC(=O)OCc1ccccc1. As a reaction SMILES: [CH2:1]([c:2]1[cH:3][cH:4][cH:5][cH:6][cH:7]1)[O:8][C:9](=[O:10])[NH:11][c:12]1[c:13]([C:19](=[O:20])[O:21][CH3:22])[c:14]([Br:18])[s:15][c:16]1[Br:17].[CH2:47]([OH:48])[CH3:49].[Cl:23][c:24]1[cH:25][cH:26][c:27]([B:30]([OH:31])[OH:32])[cH:28][cH:29]1.[Na+:33].[Na+:34].[O-:35][C:36](=[O:37])[O-:38].[OH2:46].[c:39]1([CH3:40])[cH:41][cH:42][cH:43][cH:44][cH:45]1>>[CH2:1]([c:2]1[cH:3][cH:4][cH:5][cH:6][cH:7]1)[O:8][C:9](=[O:10])[NH:11][c:12]1[c:13]([C:19](=[O:20])[O:21][CH3:22])[c:14](-[c:27]2[cH:26][cH:25][c:24]([Cl:23])[cH:29][cH:28]2)[s:15][c:16]1[Br:17]. Product: C(=C)C=1C(=NC(N([C@H]2[C@H](O)[C@H](O)[C@@H](C)O2)C1)=O)N (5′-deoxy-5-vinylcytidine). Reactants: C(C)(=O)O[C@H]1[C@@H](O[C@@H]([C@H]1OC(C)=O)C)N1C(=O)N=C(N)C(=C1)C=C (2′,3′-di-O-acetyl-5′-deoxy-5-vinylcytidine), [OH-].[Na+] (NaOH), Cl (HCl). Reaction SMILES: C([O:4][C@@H:5]1[C@H:9]([O:10]C(=O)C)[C@@H:8]([CH3:14])[O:7][C@H:6]1[N:15]1[CH:22]=[C:21]([CH:23]=[CH2:24])[C:19]([NH2:20])=[N:18][C:16]1=[O:17])(=O)C.[OH-].[Na+].Cl>CO>[CH:23]([C:21]1[C:19]([NH2:20])=[N:18][C:16](=[O:17])[N:15]([CH:22]=1)[C@@H:6]1[O:7][C@H:8]([CH3:14])[C@@H:9]([OH:10])[C@H:5]1[OH:4])=[CH2:24] |f:1.2|. Reaction conditions: time 1 hour. Yield: 9.8%. Procedure details: To a solution of 2′,3′-di-O-acetyl-5′-deoxy-5-vinylcytidine (111 mg, 3.29 mmol) in 5 ml of methanol was added 1N NaOH (0.32 ml, 0.32 mmol) at room temperature. After stirring for 1 hour, 1 N HCl (ca.0.3 ml) was added to the reaction mixture, and then the reaction mixture was concentrated under reduced pressure. The residue was purified by solid phase extraction (MEGA Bond Elute LRC, eluent:H2O˜H2O:MeOH=1:1, step gradient) to give 5′-deoxy-5-vinylcytidine (82 mg, 98%) as colorless solid: Solvent: CO (methanol). Reactants: ClCCl, COCOC1C(=O)N(CCN(C)C)c2ccccc2SC1c1ccc(OC)cc1, [Na+], O=C([O-])O. Product: COCOC1C(=O)Nc2ccccc2SC1c1ccc(OC)cc1. Reaction SMILES: [CH2:35]([Cl:36])[Cl:37].[CH3:1][N:2]([CH3:3])[CH2:4][CH2:29][N:5]1[C:6](=[O:28])[CH:7]([O:24][CH2:25][O:26][CH3:27])[CH:8]([c:16]2[cH:17][cH:18][c:19]([O:22][CH3:23])[cH:20][cH:21]2)[S:9][c:10]2[c:11]1[cH:12][cH:13][cH:14][cH:15]2.[Na+:30].[OH:31][C:32](=[O:33])[O-:34]>>[NH:5]1[C:6](=[O:28])[CH:7]([O:24][CH2:25][O:26][CH3:27])[CH:8]([c:16]2[cH:17][cH:18][c:19]([O:22][CH3:23])[cH:20][cH:21]2)[S:9][c:10]2[c:11]1[cH:12][cH:13][cH:14][cH:15]2. The reactants are BrC1=CC=CC(=N1)C=O (6-Bromopyridine-2-carbaldehyde), [Si](C)(C)(C)C(F)(F)F (TMSCF3), [F-].C(CCC)[N+](CCCC)(CCCC)CCCC (tetrabutylammonium fluoride). Run in C1CCOC1 (THF), O (water), [Cl-].[Na+].O (brine). Run at temperature 0 celsius. The product is BrC1=CC=CC(=N1)C(C(F)(F)F)O (1-(6-Bromopyridin-2-yl)-2,2,2-trifluoroethanol). RXN SMILES: [Br:1][C:2]1[N:7]=[C:6]([CH:8]=[O:9])[CH:5]=[CH:4][CH:3]=1.[Si]([C:14]([F:17])([F:16])[F:15])(C)(C)C.[F-].C([N+](CCCC)(CCCC)CCCC)CCC>C1COCC1.O.[Cl-].[Na+].O>[Br:1][C:2]1[N:7]=[C:6]([CH:8]([OH:9])[C:14]([F:17])([F:16])[F:15])[CH:5]=[CH:4][CH:3]=1 |f:2.3,6.7.8|. Procedure: 6-Bromopyridine-2-carbaldehyde (1.0 g, 5.38 mmol) was taken up in 35 mL THF and cooled to 0° C. TMSCF3 (1.0 mL, 6.45 mmol) was added followed by tetrabutylammonium fluoride (6.45 mL of 1.0M in THF). The reaction was stirred allowed to warm to room temperature and maintained at that temperature for 4.5 hours. The mixture was then diluted with water and brine, and extracted with ethyl acetate (3×). The organic layers were combined and dried over magnesium sulfate, filtered, and concentrated under ... Reactants: FC=1C=C(C=CC1OCCN1CCCCC1)C(=O)C1=C(C=C(C=C1)OC)C1=CC2=CC=C(C=C2CC1)OC ([3-fluoro-4-(2-piperidin-1-ylethoxy)phenyl][4-methoxy-2-(6-methoxy-3,4-dihydronaphthalen-2-yl)phenyl]methanone), FC1=C(OCCN2CCCCC2)C=CC(=C1)CC1=C(C=C(C=C1)OC)C1=CC2=CC=C(C=C2CC1)OC (1-{2-{2-fluoro-4-[4-methoxy-2-(6-methoxy-3,4-dihydronaphthalen-2-yl)benzyl]phenoxy}ethyl}piperidine). Yields the product FC1=C(OCCN2CCCCC2)C=CC(=C1)CC1=C(C=C(C=C1)OC)C1CC2=CC=C(C=C2CC1)OC (1-{2-{2-fluoro-4-[4-methoxy-2-(6-methoxy-1,2,3,4-tetrahydronaphthalen-2-yl)benzyl]phenoxy}ethyl}piperidine). As a reaction SMILES: [F:1][C:2]1[CH:3]=[C:4]([C:17]([C:19]2[CH:24]=[CH:23][C:22]([O:25][CH3:26])=[CH:21][C:20]=2[C:27]2[CH2:36][CH2:35][C:34]3[C:29](=[CH:30][CH:31]=[C:32]([O:37][CH3:38])[CH:33]=3)[CH:28]=2)=O)[CH:5]=[CH:6][C:7]=1[O:8][CH2:9][CH2:10][N:11]1[CH2:16][CH2:15][CH2:14][CH2:13][CH2:12]1.FC1C=C(CC2C=CC(OC)=CC=2C2CCC3C(=CC=C(OC)C=3)C=2)C=CC=1OCCN1CCCCC1>>[F:1][C:2]1[CH:3]=[C:4]([CH2:17][C:19]2[CH:24]=[CH:23][C:22]([O:25][CH3:26])=[CH:21][C:20]=2[CH:27]2[CH2:36][CH2:35][C:34]3[C:29](=[CH:30][CH:31]=[C:32]([O:37][CH3:38])[CH:33]=3)[CH2:28]2)[CH:5]=[CH:6][C:7]=1[O:8][CH2:9][CH2:10][N:11]1[CH2:12][CH2:13][CH2:14][CH2:15][CH2:16]1. Procedure details: Synthesized from [3-fluoro-4-(2-piperidin-1-ylethoxy)phenyl][4-methoxy-2-(6-methoxy-3,4-dihydronaphthalen-2-yl)phenyl]methanone according to an analogous synthetic method to Example 337 described below, 1-{2-{2-fluoro-4-[4-methoxy-2-(6-methoxy-3,4-dihydronaphthalen-2-yl)benzyl]phenoxy}ethyl}piperidine (228 mg) was used according to an analogous synthetic method to Example 30 described below to provide 1-{2-{2-fluoro-4-[4-methoxy-2-(6-methoxy-1,2,3,4-tetrahydronaphthalen-2-yl)benzyl]phenoxy}ethyl... Reactants: C1(=CC=CC=C1)C=1C(C=C(C(C1)=O)C1=CC=CC=C1)=O (2,5-diphenylbenzoquinone), [H-].[Al+3].[Li+].[H-].[H-].[H-] (lithium aluminum hydride), ice. Solvent: C1CCOC1 (THF). Run at time 30 minute. Product: C1(=CC=CC=C1)C1=C(C=C(C(=C1)O)C1=CC=CC=C1)O (2,5-diphenyl-1,4-dihydroxybenzene). Yield: 56.2%. RXN SMILES: [C:1]1([C:7]2[C:8](=[O:20])[CH:9]=[C:10]([C:14]3[CH:19]=[CH:18][CH:17]=[CH:16][CH:15]=3)[C:11](=[O:13])[CH:12]=2)[CH:6]=[CH:5][CH:4]=[CH:3][CH:2]=1.[H-].[Al+3].[Li+].[H-].[H-].[H-]>C1COCC1>[C:14]1([C:10]2[CH:9]=[C:8]([OH:20])[C:7]([C:1]3[CH:2]=[CH:3][CH:4]=[CH:5][CH:6]=3)=[CH:12][C:11]=2[OH:13])[CH:15]=[CH:16][CH:17]=[CH:18][CH:19]=1 |f:1.2.3.4.5.6|. Reported procedure: To dry THF was dissolved 0.5 g/1.9 mmol of 2,5-diphenylbenzoquinone in argon atmosphere, and 85 mg/2.24 mmol of lithium aluminum hydride was added to the solution. After stirring at room temperature for 30 minutes, the reaction solution was added to ice containing 1N hydrochloric acid, and the mixture was allowed to stand for 30 minutes. The aqueous layer was extracted with ethyl acetate once, and the extract was dried with anhydrous sodium sulfate. The solvent was distilled off under reduced pr... The reactants are ClC=1C=CC(=C(C1)C1=CC=C(C=C1)CN(NC(=O)C1=CC(=NO1)OC)C[C@H](C(=O)O)O)F ((R)-3-[N-(5′-chloro-2′-fluorobiphenyl-4-ylmethyl)-N′-(3-methoxyisoxazole-5-carbonyl)hydrazino]-2-hydroxypropionic acid), C(CCl)Cl (EDC), C1=CC=C2C(=C1)N=NN2O.O (HOBt hydrate), C(Cl)Cl (DCM), N1(CCOCC1)CCO (4-Morpholineethanol). Run at time 10 minute. The product is N1(CCOCC1)CCOC([C@@H](CN(NC(=O)C1=CC(=NO1)OC)CC1=CC=C(C=C1)C1=C(C=CC(=C1)Cl)F)O)=O ((R)-3-[N-(5′-Chloro-2′-fluorobiphenyl-4-ylmethyl)-N′-(3-methoxyisoxazole-5-carbonyl)hydrazino]-2-hydroxypropionic Acid 2-Morpholin-4-ylethyl Ester). Isolated yield 7.1%. Reaction SMILES: [Cl:1][C:2]1[CH:3]=[CH:4][C:5]([F:32])=[C:6]([C:8]2[CH:13]=[CH:12][C:11]([CH2:14][N:15]([CH2:26][C@@H:27]([OH:31])[C:28]([OH:30])=[O:29])[NH:16][C:17]([C:19]3[O:23][N:22]=[C:21]([O:24][CH3:25])[CH:20]=3)=[O:18])=[CH:10][CH:9]=2)[CH:7]=1.C(Cl)CCl.C1C=C2N=NN(O)C2=CC=1.O.C(Cl)Cl.[N:51]1([CH2:57][CH2:58]O)[CH2:56][CH2:55][O:54][CH2:53][CH2:52]1>>[N:51]1([CH2:57][CH2:58][O:29][C:28](=[O:30])[C@H:27]([OH:31])[CH2:26][N:15]([CH2:14][C:11]2[CH:10]=[CH:9][C:8]([C:6]3[CH:7]=[C:2]([Cl:1])[CH:3]=[CH:4][C:5]=3[F:32])=[CH:13][CH:12]=2)[NH:16][C:17]([C:19]2[O:23][N:22]=[C:21]([O:24][CH3:25])[CH:20]=2)=[O:18])[CH2:56][CH2:55][O:54][CH2:53][CH2:52]1 |f:2.3|. Reported procedure: A mixture of (R)-3-[N-(5′-chloro-2′-fluorobiphenyl-4-ylmethyl)-N′-(3-methoxyisoxazole-5-carbonyl)hydrazino]-2-hydroxypropionic acid (20.0 mg, 43 mmol), EDC (45.8 μL, 259 μmol) and HOBt hydrate (39.6 mg, 259 μmol) in DCM (0.5 mL, 8 mmol) was stirred at room temperature for 10 minutes. 4-Morpholineethanol (41.8 μL, 345 μmol) was added, and the resulting mixture was stirred at room temperature overnight. The mixture was concentrated and the residue was dissolved in AcOH (1.5 mL), filtered, and puri...